Task: describe an organic reaction: reactants, conditions, products, and yield. Dataset: the Open Reaction Database (ORD), a public repository of structured organic reaction records Starting materials: C1CCOC1, C[Si](C)(C)[N-][Si](C)(C)C, Cc1nc(-c2cccnc2F)c2cnn(C3CCCCO3)c2n1, [Li+], Nc1cccc2nn(C3CCCCO3)cc12. The product is Cc1nc(-c2cccnc2Nc2cccc3nn(C4CCCCO4)cc23)c2cnn(C3CCCCO3)c2n1. RXN SMILES: [CH2:50]1[O:51][CH2:52][CH2:53][CH2:54]1.[CH3:41][Si:42]([N-:43][Si:44]([CH3:45])([CH3:46])[CH3:47])([CH3:48])[CH3:49].[F:17][c:18]1[n:19][cH:20][cH:21][cH:22][c:23]1-[c:24]1[c:25]2[c:26]([n:27][c:28]([CH3:30])[n:29]1)[n:31]([CH:34]1[O:35][CH2:36][CH2:37][CH2:38][CH2:39]1)[n:32][cH:33]2.[Li+:40].[O:1]1[CH:2]([n:7]2[n:8][c:9]3[cH:10][cH:11][cH:12][c:13]([NH2:16])[c:14]3[cH:15]2)[CH2:3][CH2:4][CH2:5][CH2:6]1>>[O:1]1[CH:2]([n:7]2[n:8][c:9]3[cH:10][cH:11][cH:12][c:13]([NH:16][c:18]4[n:19][cH:20][cH:21][cH:22][c:23]4-[c:24]4[c:25]5[c:26]([n:27][c:28]([CH3:30])[n:29]4)[n:31]([CH:34]4[O:35][CH2:36][CH2:37][CH2:38][CH2:39]4)[n:32][cH:33]5)[c:14]3[cH:15]2)[CH2:3][CH2:4][CH2:5][CH2:6]1. Starting materials: [Br-], C#C[Mg+], O=C(C(F)(F)F)C(F)(F)F. Yields the product C#CC(O)(C(F)(F)F)C(F)(F)F. Reaction SMILES: [Br-:1].[C:2](#[CH:3])[Mg+:4].[F:5][C:6]([C:7](=[O:8])[C:9]([F:10])([F:11])[F:12])([F:13])[F:14]>>[C:2](#[CH:3])[C:7]([C:6]([F:5])([F:13])[F:14])([OH:8])[C:9]([F:10])([F:11])[F:12]. Starting materials: N (Ammonia), CCCCOC1=C(C(=O)C1=O)OCCCC (dibutyl squarate). The solvent is CCOCC (ether). Conditions: time 3 hour. Yields the product NC1=C(C(C1=O)=O)OCCCC (4-amino-3-[but-1-oxy]cyclobut-3-ene-1,2-dione). Isolated yield 92.9%. Reaction SMILES: [NH3:1].[CH3:2][CH2:3][CH2:4][CH2:5][O:6][C:7]1[C:11](=[O:12])[C:9](=[O:10])[C:8]=1OCCCC>CCOCC>[NH2:1][C:8]1[C:9](=[O:10])[C:11](=[O:12])[C:7]=1[O:6][CH2:5][CH2:4][CH2:3][CH3:2]. Procedure: Ammonia gas was bubbled into a solution of dibutyl squarate (22.6 g, 100 mmol) in ether (500 mL) contained in a 1 L three-necked, round-bottomed flask equipped with a mechanical stirrer and an acidic scrubber. Precipitation of product ceased after 3 hours, so the reaction was halted and the ether solution was filtered. The solid residue was washed with ether and set aside. The filtrate was allowed to stand at room temperature for a further 3 hours, after which time more solid was observed to hav... Reactants: C(=O)(C(F)(F)F)O (TFA), C(C)(C)(C)OC(=O)N1CCN(CC1)C1=C(C=CC=C1)C(NC1=CC=CC=C1)=O (4-(2-phenylcarbamoyl-phenyl)-piperazine-1-carboxylic acid tert-butyl ester). Run in C(Cl)Cl (CH2Cl2). Conditions: time 1 hour. Product: FC(C(=O)O)(F)F.C1(=CC=CC=C1)NC(=O)C1=C(C=CC=C1)N1CCNCC1 (4-(2-phenylcarbamoyl-phenyl)-piperazine trifluroacetate). Isolated yield 100.0%. As a reaction SMILES: C(OC([N:8]1[CH2:13][CH2:12][N:11]([C:14]2[CH:19]=[CH:18][CH:17]=[CH:16][C:15]=2[C:20](=[O:28])[NH:21][C:22]2[CH:27]=[CH:26][CH:25]=[CH:24][CH:23]=2)[CH2:10][CH2:9]1)=O)(C)(C)C.[C:29]([OH:35])([C:31]([F:34])([F:33])[F:32])=[O:30]>C(Cl)Cl>[F:32][C:31]([F:34])([F:33])[C:29]([OH:35])=[O:30].[C:22]1([NH:21][C:20]([C:15]2[CH:16]=[CH:17][CH:18]=[CH:19][C:14]=2[N:11]2[CH2:12][CH2:13][NH:8][CH2:9][CH2:10]2)=[O:28])[CH:23]=[CH:24][CH:25]=[CH:26][CH:27]=1 |f:3.4|. Procedure: To a vial containing 4-(2-phenylcarbamoyl-phenyl)-piperazine-1-carboxylic acid tert-butyl ester (0.438 g, 1.150 mmol) is added 2 mL of CH2Cl2 and 2 mL of TFA. The mixture stirred for 1 h and then concentrated to dryness to give 0.454 g of 4-(2-phenylcarbamoyl-phenyl)-piperazine trifluroacetate in 100% yield. Starting materials: CC(C)(C)OC(=O)NC(Cc1cc(F)cc(F)c1)C(O)CBr, CCO, CCOC(C)=O, [K+], [OH-]. The product is CC(C)(C)OC(=O)NC(Cc1cc(F)cc(F)c1)C1CO1. As a reaction SMILES: [Br:1][CH2:2][CH:3]([CH:4]([CH2:5][c:6]1[cH:7][c:8]([F:13])[cH:9][c:10]([F:12])[cH:11]1)[NH:14][C:15]([O:16][C:17]([CH3:18])([CH3:19])[CH3:20])=[O:21])[OH:22].[CH2:31]([OH:32])[CH3:33].[CH3:23][CH2:24][O:25][C:26](=[O:27])[CH3:28].[K+:30].[OH-:29]>>[CH2:2]1[CH:3]([CH:4]([CH2:5][c:6]2[cH:7][c:8]([F:13])[cH:9][c:10]([F:12])[cH:11]2)[NH:14][C:15]([O:16][C:17]([CH3:18])([CH3:19])[CH3:20])=[O:21])[O:22]1. Reactants: O=C([O-])[O-], CO, [Cl-], [K+], [K+], [NH4+], N#C[Na], O, O=C1CCSCC1. The product is Cl, N#CC1(N)CCSCC1. RXN SMILES: [C:13](=[O:14])([O-:15])[O-:16].[CH3:20][OH:21].[Cl-:11].[K+:17].[K+:18].[NH4+:12].[Na:8][C:9]#[N:10].[OH2:19].[S:1]1[CH2:2][CH2:3][C:4](=[O:7])[CH2:5][CH2:6]1>>[ClH:11].[S:1]1[CH2:2][CH2:3][C:4]([C:9]#[N:10])([NH2:12])[CH2:5][CH2:6]1. Product: CN(C(=O)N(C)C1CN(C(=O)c2ccc(OC(F)F)cc2)CC1c1ccc(F)cc1)c1cc(C(F)(F)F)cc(C(F)(F)F)c1. Reaction SMILES: [ClH:1].[F:2][C:3]([c:4]1[cH:5][c:6]([N:14]([C:15](=[O:16])[N:17]([CH3:18])[CH:19]2[CH2:20][NH:21][CH2:22][CH:23]2[c:24]2[cH:25][cH:26][c:27]([F:30])[cH:28][cH:29]2)[CH3:31])[cH:7][c:8]([C:10]([F:11])([F:12])[F:13])[cH:9]1)([F:32])[F:33].[F:34][CH:35]([O:36][c:37]1[cH:38][cH:39][c:40]([C:41](=[O:42])[OH:43])[cH:44][cH:45]1)[F:46]>>[F:2][C:3]([c:4]1[cH:5][c:6]([N:14]([C:15](=[O:16])[N:17]([CH3:18])[CH:19]2[CH2:20][N:21]([C:41]([c:40]3[cH:39][cH:38][c:37]([O:36][CH:35]([F:34])[F:46])[cH:45][cH:44]3)=[O:42])[CH2:22][CH:23]2[c:24]2[cH:25][cH:26][c:27]([F:30])[cH:28][cH:29]2)[CH3:31])[cH:7][c:8]([C:10]([F:11])([F:12])[F:13])[cH:9]1)([F:32])[F:33]. The reactants are Cl, CN(C(=O)N(C)C1CNCC1c1ccc(F)cc1)c1cc(C(F)(F)F)cc(C(F)(F)F)c1, O=C(O)c1ccc(OC(F)F)cc1. The reactants are [H-].[Al+3].[Li+].[H-].[H-].[H-] (lithium aluminum hydride), N#N (N2), C(C)N(CC#N)CCCCCCC (2-[ethyl(heptyl)amino]acetonitrile). Solvent: C1CCOC1 (THF). Run at time 2 hour. Yields the product C(C)N(CCN)CCCCCCC (N-Ethyl-N-heptyl-1,2-ethanediamine). Reaction SMILES: [H-].[Al+3].[Li+].[H-].[H-].[H-].N#N.[CH2:9]([N:11]([CH2:15][CH2:16][CH2:17][CH2:18][CH2:19][CH2:20][CH3:21])[CH2:12][C:13]#[N:14])[CH3:10]>C1COCC1>[CH2:9]([N:11]([CH2:15][CH2:16][CH2:17][CH2:18][CH2:19][CH2:20][CH3:21])[CH2:12][CH2:13][NH2:14])[CH3:10] |f:0.1.2.3.4.5|. Procedure details: Suspend 1.2 g (0.032 moles) lithium aluminum hydride in 20 ml THF. Chill the suspension to -10° C. under a stream of N2. Slowly add 7.90 g (0.043 moles) 2-[ethyl(heptyl)amino]acetonitrile to the suspension. Stir for 2 hrs at ambient temperature. Quench the reaction mixture with Na2SO4 ·10H2O and H2O. Filter the quenched reaction mixture and evaporate the solvents to provide the title compound. (B.P.: 42°-45° C./0.015 mmHg).